The task is: describe an organic reaction: reactants, conditions, products, and yield. This data is from the Open Reaction Database (ORD), a public repository of structured organic reaction records. Reactants: ClCCCOP1CC(=CC1)C (1-(chloropropoxy)-3-methyl-3-phospholene), C(C=C)O (allyl alcohol). Product: C(C=C)P1(CC(=CC1)C)=O (1-allyl-3-methyl-3-phospholene-1-oxide). As a reaction SMILES: ClCCC[O:5][P:6]1[CH2:10][CH:9]=[C:8]([CH3:11])[CH2:7]1.[CH2:12](O)[CH:13]=[CH2:14]>>[CH2:14]([P:6]1(=[O:5])[CH2:10][CH:9]=[C:8]([CH3:11])[CH2:7]1)[CH:13]=[CH2:12]. Reported procedure: To 8 g. (0.0448 mole) of 1-(chloropropoxy)-3-methyl-3-phospholene there was added 2.9 g. (0.05 mole) of allyl alcohol. The mixture was allowed to stand at room temperature and then distilled under reduced pressure to remove volatile material. There was thus obtained 1-allyl-3-methyl-3-phospholene-1-oxide. Starting materials: NC1=NC=C(C=C1)Br (2-amino-5-bromopyridine), C([O-])([O-])=O.[Cs+].[Cs+] (cesium carbonate), ClC1=CC=C(C=C1)N1C(=NC=2N(C=NC2C1=O)C1=CC(=CC=C1)S(=O)(=O)C)C1=CC=C(C=C1)B1OC(C(O1)(C)C)(C)C (1-(4-chloro-phenyl)-9-(3-methanesulfonyl-phenyl)-2-[4-(4,4,5,5-tetramethyl-[1,3,2]dioxaborolan-2-yl)-phenyl]-1,9-dihydro-purin-6-one). Reagents/catalysts: C1=CC=C(C=C1)P([C-]2C=CC=C2)C3=CC=CC=C3.C1=CC=C(C=C1)P([C-]2C=CC=C2)C3=CC=CC=C3.Cl[Pd]Cl.[Fe+2] (Pd(dppf)2Cl2). Run in CN(C=O)C (N,N-dimethylformamide). Conditions: temperature 100 celsius. Yields the product NC1=CC=C(C=N1)C1=CC=C(C=C1)C=1N(C(C=2N=CN(C2N1)C1=CC(=CC=C1)S(=O)(=O)C)=O)C1=CC=C(C=C1)Cl (2-[4-(6-amino-pyridin-3-yl)-phenyl]-1-(4-chloro-phenyl)-9-(3-methanesulfonyl-phenyl)-1,9-dihydro-purin-6-one). Reaction SMILES: [Cl:1][C:2]1[CH:7]=[CH:6][C:5]([N:8]2[C:16](=[O:17])[C:15]3[N:14]=[CH:13][N:12]([C:18]4[CH:23]=[CH:22][CH:21]=[C:20]([S:24]([CH3:27])(=[O:26])=[O:25])[CH:19]=4)[C:11]=3[N:10]=[C:9]2[C:28]2[CH:33]=[CH:32][C:31](B3OC(C)(C)C(C)(C)O3)=[CH:30][CH:29]=2)=[CH:4][CH:3]=1.[NH2:43][C:44]1[CH:49]=[CH:48][C:47](Br)=[CH:46][N:45]=1.C(=O)([O-])[O-].[Cs+].[Cs+]>CN(C)C=O.C1C=CC(P(C2C=CC=CC=2)[C-]2C=CC=C2)=CC=1.C1C=CC(P(C2C=CC=CC=2)[C-]2C=CC=C2)=CC=1.Cl[Pd]Cl.[Fe+2]>[NH2:43][C:44]1[N:45]=[CH:46][C:47]([C:31]2[CH:32]=[CH:33][C:28]([C:9]3[N:8]([C:5]4[CH:4]=[CH:3][C:2]([Cl:1])=[CH:7][CH:6]=4)[C:16](=[O:17])[C:15]4[N:14]=[CH:13][N:12]([C:18]5[CH:23]=[CH:22][CH:21]=[C:20]([S:24]([CH3:27])(=[O:26])=[O:25])[CH:19]=5)[C:11]=4[N:10]=3)=[CH:29][CH:30]=2)=[CH:48][CH:49]=1 |f:2.3.4,6.7.8.9|. Procedure details: A solution of 1-(4-chloro-phenyl)-9-(3-methanesulfonyl-phenyl)-2-[4-(4,4,5,5-tetramethyl-[1,3,2]dioxaborolan-2-yl)-phenyl]-1,9-dihydro-purin-6-one (prepared as described in example 38, 0.300 g, 0.497 mmol) in N,N-dimethylformamide (20 mL) is degassed with argon for 0.5 h. Then 2-amino-5-bromopyridine (0.129 g, 0.746 mmol), cesium carbonate (0.324 g, 0.995 mmol), Pd(dppf)2Cl2 (0.036 g, 0.049 mmol) is added and the resulted mixture is degassed with argon for 0.5 h. The reaction mixture is then hea...